This data is from the Open Reaction Database (ORD), a public repository of structured organic reaction records. The task is: describe an organic reaction: reactants, conditions, products, and yield Reported procedure: In analogy to the procedure described for the preparation of example 13, coupling of (R)-6-(8-amino-5,6,7,8-tetrahydroisoquinolin-4-yl)-1-methyl-3,4-dihydroquinolin-2(1H)-one (example 61) with 3-chloro-pyridine-2-carboxylic acid gave the title compound as colorless solid. MS: 447.4 (M+H+). The product is CN1C(CCC2=CC(=CC=C12)C1=CN=CC=2[C@@H](CCCC12)NC(=O)C1=NC=CC=C1Cl)=O (3-Chloro-pyridine-2-carboxylic acid [(R)-4-(1-methyl-2-oxo-1,2,3,4-tetrahydro-quinolin-6-yl)-5,6,7,8-tetrahydro-isoquinolin-8-yl]-amide). RXN SMILES: [NH2:1][C@H:2]1[C:11]2[CH:10]=[N:9][CH:8]=[C:7]([C:12]3[CH:13]=[C:14]4[C:19](=[CH:20][CH:21]=3)[N:18]([CH3:22])[C:17](=[O:23])[CH2:16][CH2:15]4)[C:6]=2[CH2:5][CH2:4][CH2:3]1.[Cl:24][C:25]1[C:26]([C:31](O)=[O:32])=[N:27][CH:28]=[CH:29][CH:30]=1>>[CH3:22][N:18]1[C:19]2[C:14](=[CH:13][C:12]([C:7]3[C:6]4[CH2:5][CH2:4][CH2:3][C@@H:2]([NH:1][C:31]([C:26]5[C:25]([Cl:24])=[CH:30][CH:29]=[CH:28][N:27]=5)=[O:32])[C:11]=4[CH:10]=[N:9][CH:8]=3)=[CH:21][CH:20]=2)[CH2:15][CH2:16][C:17]1=[O:23]. Reactants: N[C@@H]1CCCC=2C(=CN=CC12)C=1C=C2CCC(N(C2=CC1)C)=O ((R)-6-(8-Amino-5,6,7,8-tetrahydroisoquinolin-4-yl)-1-methyl-3,4-dihydroquinolin-2(1H)-one), ClC=1C(=NC=CC1)C(=O)O (3-chloro-pyridine-2-carboxylic acid).